The task is: describe an organic reaction: reactants, conditions, products, and yield. This data is from the Open Reaction Database (ORD), a public repository of structured organic reaction records. Starting materials: NCC1CCC1, CCN(C(C)C)C(C)C, O=C(Cl)c1cnc(Cl)nc1C(F)(F)F, ClCCl, Cl, O. Reaction SMILES: [CH:16]1([CH2:20][NH2:21])[CH2:17][CH2:18][CH2:19]1.[CH:22]([N:23]([CH2:24][CH3:25])[CH:26]([CH3:27])[CH3:28])([CH3:29])[CH3:30].[Cl:1][c:2]1[n:3][cH:4][c:5]([C:12](=[O:13])[Cl:14])[c:6]([C:8]([F:9])([F:10])[F:11])[n:7]1.[Cl:32][CH2:33][Cl:34].[ClH:15].[OH2:31]>>[Cl:1][c:2]1[n:3][cH:4][c:5]([C:12](=[O:13])[NH:21][CH2:20][CH:16]2[CH2:17][CH2:18][CH2:19]2)[c:6]([C:8]([F:9])([F:10])[F:11])[n:7]1. Product: O=C(NCC1CCC1)c1cnc(Cl)nc1C(F)(F)F.